This data is from the Open Reaction Database (ORD), a public repository of structured organic reaction records. The task is: describe an organic reaction: reactants, conditions, products, and yield Reactants: [BH4-], COc1ccc(N)cc1OC, Cc1ccccc1, O=Cc1c(Cl)cncc1Cl, [Na+], O. Yields the product COc1ccc(NCc2c(Cl)cncc2Cl)cc1OC. Reaction SMILES: [BH4-:22].[CH3:1][O:2][c:3]1[cH:4][c:5]([NH2:11])[cH:6][cH:7][c:8]1[O:9][CH3:10].[CH3:25][c:26]1[cH:27][cH:28][cH:29][cH:30][cH:31]1.[Cl:12][c:13]1[cH:14][n:15][cH:16][c:17]([Cl:21])[c:18]1[CH:19]=[O:20].[Na+:23].[OH2:24]>>[CH3:1][O:2][c:3]1[cH:4][c:5]([NH:11][CH2:19][c:18]2[c:13]([Cl:12])[cH:14][n:15][cH:16][c:17]2[Cl:21])[cH:6][cH:7][c:8]1[O:9][CH3:10].